Task: describe an organic reaction: reactants, conditions, products, and yield. Dataset: the Open Reaction Database (ORD), a public repository of structured organic reaction records Reactants: C1(CC1)N1C(N(C2=C1C=CC=C2)CCCN2CCC1(C(N(CN1C1=CC=CC=C1)CC1=C(C(=O)OC(C)(C)C)C=CC=C1)=O)CC2)=O (tert-butyl 2-((8-(3-(3-cyclopropyl-2-oxo-2,3-dihydro-1H-benzo[d]imidazol-1-yl)propyl)-4-oxo-1-phenyl-1,3,8-triazaspiro[4.5]decan-3-yl)methyl)benzoate). Run in Cl (hydrogen chloride), O1CCOCC1 (dioxane). Yields the product hydrogen chloride salt, C1(CC1)N1C(N(C2=C1C=CC=C2)CCCN2CCC1(C(N(CN1C1=CC=CC=C1)CC1=C(C(=O)O)C=CC=C1)=O)CC2)=O (2-((8-(3-(3-cyclopropyl-2-oxo-2,3-dihydro-1H-benzo[d]imidazol-1-yl)propyl)-4-oxo-1-phenyl-1,3,8-triazaspiro[4.5]decan-3-yl)methyl)benzoic acid). The yield is 28.6%. As a reaction SMILES: [CH:1]1([N:4]2[C:8]3[CH:9]=[CH:10][CH:11]=[CH:12][C:7]=3[N:6]([CH2:13][CH2:14][CH2:15][N:16]3[CH2:46][CH2:45][C:19]4([N:23]([C:24]5[CH:29]=[CH:28][CH:27]=[CH:26][CH:25]=5)[CH2:22][N:21]([CH2:30][C:31]5[CH:43]=[CH:42][CH:41]=[CH:40][C:32]=5[C:33]([O:35]C(C)(C)C)=[O:34])[C:20]4=[O:44])[CH2:18][CH2:17]3)[C:5]2=[O:47])[CH2:3][CH2:2]1>Cl.O1CCOCC1>[CH:1]1([N:4]2[C:8]3[CH:9]=[CH:10][CH:11]=[CH:12][C:7]=3[N:6]([CH2:13][CH2:14][CH2:15][N:16]3[CH2:46][CH2:45][C:19]4([N:23]([C:24]5[CH:29]=[CH:28][CH:27]=[CH:26][CH:25]=5)[CH2:22][N:21]([CH2:30][C:31]5[CH:43]=[CH:42][CH:41]=[CH:40][C:32]=5[C:33]([OH:35])=[O:34])[C:20]4=[O:44])[CH2:18][CH2:17]3)[C:5]2=[O:47])[CH2:2][CH2:3]1. Reported procedure: A solution of tert-butyl 2-((8-(3-(3-cyclopropyl-2-oxo-2,3-dihydro-1H-benzo[d]imidazol-1-yl)propyl)-4-oxo-1-phenyl-1,3,8-triazaspiro[4.5]decan-3-yl)methyl)benzoate (230 mg, 0.362 mmol, 1 equiv) in 4M hydrogen chloride solution in dioxane was stirred at ambient temperature for 5 h. The mixture was concentrated in vacuo and purified using preparative thin layer chromatography in 10% methanol in dichloromethane. The pure extract was treated with 4M hydrogen chloride solution in dioxane to afford th...